This data is from the Open Reaction Database (ORD), a public repository of structured organic reaction records. The task is: describe an organic reaction: reactants, conditions, products, and yield The reactants are C(C)(C)(C)C=1C=C2C=C(NC2=CC1)C(=O)OCC (ethyl 5-tert-butylindole-2-carboxylate), [OH-].[Na+] (sodium hydroxide), O1CCCC1 (tetrahydrofuran). The solvent is CO (methanol). Yields the product C(C)(C)(C)C=1C=C2C=C(NC2=CC1)C(=O)O (5-tert-butylindole-2-carboxylic acid). Yield: 93.0%. As a reaction SMILES: [C:1]([C:5]1[CH:6]=[C:7]2[C:11](=[CH:12][CH:13]=1)[NH:10][C:9]([C:14]([O:16]CC)=[O:15])=[CH:8]2)([CH3:4])([CH3:3])[CH3:2].[OH-].[Na+].O1CCCC1>CO>[C:1]([C:5]1[CH:6]=[C:7]2[C:11](=[CH:12][CH:13]=1)[NH:10][C:9]([C:14]([OH:16])=[O:15])=[CH:8]2)([CH3:4])([CH3:2])[CH3:3] |f:1.2|. Procedure details: A solution of ethyl 5-tert-butylindole-2-carboxylate (3.0 g) and 1N sodium hydroxide solution into a mixed solvent of tetrahydrofuran (20 ml) and methanol (10 ml) was stirred at 40° C. for 5 hours. After removal of solvent, the resulting aqueous solution was made acidic with diluted hydrochloric acid. The resulting precipitates were collected by filtration and washed with water to give 5-tert-butylindole-2-carboxylic acid (2.47 g). RXN SMILES: C1(=O)[N:5]([CH2:6][CH2:7][S:8][CH2:9][C@H:10]2[O:14][C@@H:13]([N:15]3[C:34]4[N:33]=[CH:32][N:31]=[C:19]([NH:20][CH2:21][C:22]5[CH:27]=[CH:26][C:25]([N+:28]([O-:30])=[O:29])=[CH:24][CH:23]=5)[C:18]=4[N:17]=[CH:16]3)[C@H:12]([OH:35])[C@@H:11]2[OH:36])C(=O)C2=CC=CC=C12.NN>C(O)C>[NH2:5][CH2:6][CH2:7][S:8][CH2:9][C@H:10]1[O:14][C@@H:13]([N:15]2[C:34]3[N:33]=[CH:32][N:31]=[C:19]([NH:20][CH2:21][C:22]4[CH:27]=[CH:26][C:25]([N+:28]([O-:30])=[O:29])=[CH:24][CH:23]=4)[C:18]=3[N:17]=[CH:16]2)[C@H:12]([OH:35])[C@@H:11]1[OH:36]. Procedure: deprotection of the product of step (b) by heating with hydrazine in ethanol to give the phthaloyl hydrazide salt of 5'-S-(2-aminoethyl)-N6 -(4-nitrobenzyl)-5'-thioadenosine; and The reactants are C1(C=2C(C(N1CCSC[C@@H]1[C@H]([C@H]([C@@H](O1)N1C=NC=3C(NCC4=CC=C(C=C4)[N+](=O)[O-])=NC=NC13)O)O)=O)=CC=CC2)=O (5'-S-(2-phthalimidoethyl)-N6 -(4-nitrobenzyl)-5'-thioadenosine), NN (hydrazine). Run in C(C)O (ethanol). Product: phthaloyl hydrazide, NCCSC[C@@H]1[C@H]([C@H]([C@@H](O1)N1C=NC=2C(NCC3=CC=C(C=C3)[N+](=O)[O-])=NC=NC12)O)O (5'-S-(2-aminoethyl)-N6 -(4-nitrobenzyl)-5'-thioadenosine). Reactants: O=C([O-])C(O)C(O)C(=O)[O-], COC(=O)CCc1ccc2c(-c3c(-c4cccc(C)n4)nn4c3CCC4)ccnc2c1, CNC, CO, C[Al](C)C, CCCCCC, ClCCl, [K+], [Na+]. Product: Cc1cccc(-c2nn3c(c2-c2ccnc4cc(CCC(=O)N(C)C)ccc24)CCC3)n1. Reaction SMILES: [C:47]([CH:48]([CH:49]([C:50]([O-:51])=[O:52])[OH:53])[OH:54])([O-:55])=[O:56].[CH3:1][O:2][C:3]([CH2:4][CH2:5][c:6]1[cH:7][cH:8][c:9]2[c:10](-[c:16]3[c:17]4[n:18]([n:19][c:20]3-[c:21]3[n:22][c:23]([CH3:27])[cH:24][cH:25][cH:26]3)[CH2:28][CH2:29][CH2:30]4)[cH:11][cH:12][n:13][c:14]2[cH:15]1)=[O:31].[CH3:32][NH:33][CH3:34].[CH3:35][OH:36].[CH3:37][Al:38]([CH3:39])[CH3:40].[CH3:41][CH2:42][CH2:43][CH2:44][CH2:45][CH3:46].[Cl:59][CH2:60][Cl:61].[K+:58].[Na+:57]>>[C:3]([CH2:4][CH2:5][c:6]1[cH:7][cH:8][c:9]2[c:10](-[c:16]3[c:17]4[n:18]([n:19][c:20]3-[c:21]3[n:22][c:23]([CH3:27])[cH:24][cH:25][cH:26]3)[CH2:28][CH2:29][CH2:30]4)[cH:11][cH:12][n:13][c:14]2[cH:15]1)(=[O:31])[N:33]([CH3:32])[CH3:34]. Starting materials: equimolar mixture, [NH2-].[Na+] (sodium amide), O1CCCC1 (tetrahydrofuran), ClC1=CC=CC2=C1C(N(CC=1N2C=NC1C=O)C)=O (7-chloro-5,6-dihydro-5-methyl-6-oxo-4H-imidazo[1,5-a][1,4]benzodiazepine-3-carboxaldehyde). Reagents/catalysts: [Br-].C[P+](C1=CC=CC=C1)(C1=CC=CC=C1)C1=CC=CC=C1 (methyltriphenylphosphonium bromide). Conditions: time 1 hour. Yields the product ClC1=CC=CC2=C1C(N(CC=1N2C=NC1C=C)C)=O (7-chloro-4,5-dihydro-5-methyl-3-vinyl-6H-imidazo[1,5-a][1,4]benzodiazepin-6-one). Reaction SMILES: [NH2-].[Na+].[Cl:3][C:4]1[C:9]2[C:10](=[O:21])[N:11]([CH3:20])[CH2:12][C:13]3[N:14]([CH:15]=[N:16][C:17]=3[CH:18]=O)[C:8]=2[CH:7]=[CH:6][CH:5]=1.O1CCC[CH2:23]1>[Br-].C[P+](C1C=CC=CC=1)(C1C=CC=CC=1)C1C=CC=CC=1>[Cl:3][C:4]1[C:9]2[C:10](=[O:21])[N:11]([CH3:20])[CH2:12][C:13]3[N:14]([CH:15]=[N:16][C:17]=3[CH:18]=[CH2:23])[C:8]=2[CH:7]=[CH:6][CH:5]=1 |f:0.1,4.5|. Procedure details: 6.25 g of an equimolar mixture of methyltriphenylphosphonium bromide and sodium amide was stirred for 15 minutes in 40 ml of tetrahydrofuran. 4.13 g (15 mmol) of 7-chloro-5,6-dihydro-5-methyl-6-oxo-4H-imidazo[1,5-a][1,4]benzodiazepine-3-carboxaldehyde was then added to the yellow suspension, whereby the temperature rose to 43° and the suspension decolorized. The mixture was stirred for a further 1 hour, filtered and the filtrate was evaporated. After chromatography of the residue on silica gel w... The reactants are C(C1=CC=CC=C1)OC=1C(=NC=C(C1)SC1=CC=CC=C1)NC=1SC=C(N1)C (3-(Benzyloxy)-N-(4-methylthiazol-2-yl)-5-(phenylthio)pyridin-2-amine), C1=CC(=CC(=C1)Cl)C(=O)OO (MCPBA). Yields the product Cl.C(C1=CC=CC=C1)OC=1C(=NC=C(C1)S(=O)C1=CC=CC=C1)NC=1SC=C(N1)C (3-(benzyloxy)-N-(4-methylthiazol-2-yl)-5-(phenylsulfinyl)pyridin-2-amine hydrochloride). Isolated yield 50.5%. As a reaction SMILES: [CH2:1]([O:8][C:9]1[C:10]([NH:22][C:23]2[S:24][CH:25]=[C:26]([CH3:28])[N:27]=2)=[N:11][CH:12]=[C:13]([S:15][C:16]2[CH:21]=[CH:20][CH:19]=[CH:18][CH:17]=2)[CH:14]=1)[C:2]1[CH:7]=[CH:6][CH:5]=[CH:4][CH:3]=1.C1C=C([Cl:35])C=C(C(OO)=[O:37])C=1>>[ClH:35].[CH2:1]([O:8][C:9]1[C:10]([NH:22][C:23]2[S:24][CH:25]=[C:26]([CH3:28])[N:27]=2)=[N:11][CH:12]=[C:13]([S:15]([C:16]2[CH:21]=[CH:20][CH:19]=[CH:18][CH:17]=2)=[O:37])[CH:14]=1)[C:2]1[CH:3]=[CH:4][CH:5]=[CH:6][CH:7]=1 |f:2.3|. Reported procedure: 3-(Benzyloxy)-N-(4-methylthiazol-2-yl)-5-(phenylthio)pyridin-2-amine (0.049 g, 0.121 mmol) (prepared according to Example 7; 0.049 g, 0.121 mmol) and MCPBA (0.0398 g, 0.166 mmol) were reacted according to Example 8 to provide 3-(benzyloxy)-N-(4-methylthiazol-2-yl)-5-(phenylsulfinyl)pyridin-2-amine hydrochloride (0.028 g, 50.6% yield). 1H NMR (DMSO-d6) δ 8.25 (d, 1H), 7.70 (m, 2H), 7.59 (s, 1H), 7.56 (m, 5H), 7.34 (m, 3H), 6.79 (s, 1H), 5.31 (s, 2H), 2.28 (s, 3H). Mass spectrum (apci) m/z=422.0 (...